From a dataset of the Open Reaction Database (ORD), a public repository of structured organic reaction records. describe an organic reaction: reactants, conditions, products, and yield The reactants are [OH-].[NH4+] (ammonium hydroxide), C(=O)(O)[O-].[Na+] (NaHCO3), B(F)(F)F.CCOCC (Boron trifluoride etherate), C(#N)CC1(CN(C1)C=1N=CC(=NC1)C(=O)N[C@H](C(F)(F)F)C1CC1)N1N=CC(=C1)C=1C2=C(N=CN1)N(C=C2)COCC[Si](C)(C)C (5-{3-(cyanomethyl)-3-[4-(7-{[2-(trimethylsilyl)ethoxy]methyl}-7H-pyrrolo[2,3-d]pyrimidin-4-yl)-1H-pyrazol-1-yl]azetidin-1-yl}-N-[(1S)-1-cyclopropyl-2,2,2-trifluoroethyl]pyrazine-2-carboxamide). Run in O (water), O (water), C(C)#N (acetonitrile). Reaction conditions: time 3 hour. Yields the product C(#N)CC1(CN(C1)C=1N=CC(=NC1)C(=O)N[C@H](C(F)(F)F)C1CC1)N1N=CC(=C1)C=1C2=C(N=CN1)NC=C2 (5-{3-(cyanomethyl)-3-[4-(7H-pyrrolo[2,3-d]pyrimidin-4-yl)-1H-pyrazol-1-yl]azetidin-1-yl}-N-[(1S)-1-cyclopropyl-2,2,2-trifluoroethyl]pyrazine-2-carboxamide). RXN SMILES: B(F)(F)F.CCOCC.[C:10]([CH2:12][C:13]1([N:34]2[CH:38]=[C:37]([C:39]3[C:40]4[CH:47]=[CH:46][N:45](COCC[Si](C)(C)C)[C:41]=4[N:42]=[CH:43][N:44]=3)[CH:36]=[N:35]2)[CH2:16][N:15]([C:17]2[N:18]=[CH:19][C:20]([C:23]([NH:25][C@@H:26]([CH:31]3[CH2:33][CH2:32]3)[C:27]([F:30])([F:29])[F:28])=[O:24])=[N:21][CH:22]=2)[CH2:14]1)#[N:11].[OH-].[NH4+].C([O-])(O)=O.[Na+]>C(#N)C.O>[C:10]([CH2:12][C:13]1([N:34]2[CH:38]=[C:37]([C:39]3[C:40]4[CH:47]=[CH:46][NH:45][C:41]=4[N:42]=[CH:43][N:44]=3)[CH:36]=[N:35]2)[CH2:16][N:15]([C:17]2[N:18]=[CH:19][C:20]([C:23]([NH:25][C@@H:26]([CH:31]3[CH2:33][CH2:32]3)[C:27]([F:29])([F:28])[F:30])=[O:24])=[N:21][CH:22]=2)[CH2:14]1)#[N:11] |f:0.1,3.4,5.6|. Procedure details: Boron trifluoride etherate (0.078 mL, 0.62 mmol) was added to a solution of 5-{3-(cyanomethyl)-3-[4-(7-{[2-(trimethylsilyl)ethoxy]methyl}-7H-pyrrolo[2,3-d]pyrimidin-4-yl)-1H-pyrazol-1-yl]azetidin-1-yl}-N-[(1S)-1-cyclopropyl-2,2,2-trifluoroethyl]pyrazine-2-carboxamide in acetonitrile (4.0 mL) at 0° C. under N2. The reaction mixture was stirred at room temperature for 3 h. LCMS (M+H)+: m/z=553.2. The mixture was cooled to 0° C., then water (1.6 mL) was added. After 30 min, 5.0 M ammonium hydroxide... The reactants are COC(=O)C(CC(C)C)NC(=O)CNC(=O)C(Cc1ccc(O)cc1)NC(=O)C(CO)NC(=O)OCc1ccccc1, CO, Cl. Product: COC(=O)C(CC(C)C)NC(=O)CNC(=O)C(Cc1ccc(O)cc1)NC(=O)C(N)CO, Cl. RXN SMILES: [CH3:1][O:2][C:3]([CH:4]([NH:5][C:6]([CH2:7][NH:8][C:9]([CH:10]([NH:11][C:12]([CH:13]([NH:14][C:15]([O:16][CH2:17][c:18]1[cH:19][cH:20][cH:21][cH:22][cH:23]1)=[O:24])[CH2:25][OH:26])=[O:27])[CH2:28][c:29]1[cH:30][cH:31][c:32]([OH:35])[cH:33][cH:34]1)=[O:36])=[O:37])[CH2:38][CH:39]([CH3:40])[CH3:41])=[O:42].[CH3:44][OH:45].[ClH:43]>>[CH3:1][O:2][C:3]([CH:4]([NH:5][C:6]([CH2:7][NH:8][C:9]([CH:10]([NH:11][C:12]([CH:13]([NH2:14])[CH2:25][OH:26])=[O:27])[CH2:28][c:29]1[cH:30][cH:31][c:32]([OH:35])[cH:33][cH:34]1)=[O:36])=[O:37])[CH2:38][CH:39]([CH3:40])[CH3:41])=[O:42].[ClH:43].